Dataset: the Open Reaction Database (ORD), a public repository of structured organic reaction records. Task: describe an organic reaction: reactants, conditions, products, and yield Reactants: COC=1C=C(C=O)C=CC1OC (3,4-dimethoxybenzaldehyde), C(C)(=O)[O-].[NH4+] (ammonium acetate), [N+](=O)([O-])C (nitromethane). Solvent: C(C)(=O)O (acetic acid). Yields the product COC1=C(C=C(C=C1)/C=C/[N+](=O)[O-])OC (3,4-Dimethoxy-ω-nitrostyrene). RXN SMILES: [CH3:1][O:2][C:3]1[CH:4]=[C:5]([CH:8]=[CH:9][C:10]=1[O:11][CH3:12])[CH:6]=O.C([O-])(=O)C.[NH4+].[N+:18]([CH3:21])([O-:20])=[O:19]>C(O)(=O)C>[CH3:12][O:11][C:10]1[CH:9]=[CH:8][C:5](/[CH:6]=[CH:21]/[N+:18]([O-:20])=[O:19])=[CH:4][C:3]=1[O:2][CH3:1] |f:1.2|. Reported procedure: 207.0 g of 3,4-dimethoxybenzaldehyde, 100.0 g of ammonium acetate and 125 ml of nitromethane are heated to boiling for 3-4 h in 1.0 l of glacial acetic acid. After cooling in an ice bath, the precipitate is filtered off with suction, rinsed with glacial acetic acid and petroleum ether and dried. M.p.: 140-141° C. Yield: 179.0 g. Reactants: C1COCCN1, [Cl-], [I-], [K+], COc1ccc(F)cc1C(=O)c1cnc(NC2CCN(S(=O)(=O)CCCCl)CC2)nc1N, [Na+], C1COCCO1, O. Yields the product COc1ccc(F)cc1C(=O)c1cnc(NC2CCN(S(=O)(=O)CCCN3CCOCC3)CC2)nc1N. As a reaction SMILES: [CH2:35]1[CH2:36][O:37][CH2:38][CH2:39][NH:40]1.[Cl-:49].[I-:34].[K+:33].[NH2:1][c:2]1[n:3][c:4]([NH:19][CH:20]2[CH2:21][CH2:22][N:23]([S:26](=[O:27])(=[O:28])[CH2:29][CH2:30][CH2:31][Cl:32])[CH2:24][CH2:25]2)[n:5][cH:6][c:7]1[C:8](=[O:9])[c:10]1[c:11]([O:17][CH3:18])[cH:12][cH:13][c:14]([F:16])[cH:15]1.[Na+:48].[O:41]1[CH2:42][CH2:43][O:44][CH2:45][CH2:46]1.[OH2:47]>>[NH2:1][c:2]1[n:3][c:4]([NH:19][CH:20]2[CH2:21][CH2:22][N:23]([S:26](=[O:27])(=[O:28])[CH2:29][CH2:30][CH2:31][N:40]3[CH2:35][CH2:36][O:37][CH2:38][CH2:39]3)[CH2:24][CH2:25]2)[n:5][cH:6][c:7]1[C:8](=[O:9])[c:10]1[c:11]([O:17][CH3:18])[cH:12][cH:13][c:14]([F:16])[cH:15]1. Starting materials: NC=1C=NC2=CC=CC=C2C1NCCC(=O)OCC (ethyl N-(3-aminoquinolin-4-yl)-β-alaninate), C(OCC)(OCC)OCC (triethyl orthoformate). Run at time 3 hour. The product is N1(C=NC=2C=NC=3C=CC=CC3C21)CCC(=O)OCC (ethyl 3-(1H-imidazo[4,5-c]quinolin-1-yl)propanoate). As a reaction SMILES: [NH2:1][C:2]1[CH:3]=[N:4][C:5]2[C:10]([C:11]=1[NH:12][CH2:13][CH2:14][C:15]([O:17][CH2:18][CH3:19])=[O:16])=[CH:9][CH:8]=[CH:7][CH:6]=2.[CH:20](OCC)(OCC)OCC>>[N:12]1([CH2:13][CH2:14][C:15]([O:17][CH2:18][CH3:19])=[O:16])[C:11]2[C:10]3[CH:9]=[CH:8][CH:7]=[CH:6][C:5]=3[N:4]=[CH:3][C:2]=2[N:1]=[CH:20]1. Reported procedure: The method described in Part A of Example 10 was used to treat ethyl N-(3-aminoquinolin-4-yl)-β-alaninate (10.0 g, 38.6 mmol, prepared in Part A of Example 18) with triethyl orthoformate (8.98 mL, 54.0 mmol). The reaction was complete in three hours. The reaction mixture was filtered to remove a precipitate and then subjected to the work-up procedure to provide 9.7 g of ethyl 3-(1H-imidazo[4,5-c]quinolin-1-yl)propanoate. Reactants: BrC=1C=C(C(=O)O)C=C(C1)OC(C)C (3-bromo-5-isopropoxy-benzoic acid), [Li]CCCC (nBuLi), C(C)OP(OCC)(=O)C=1SC(=CC1)C=O ((5-formyl-thiophen-2-yl)-phosphonic acid diethyl ester). Run in C1CCOC1 (THF), C1CCOC1 (THF). Reaction conditions: temperature -78 celsius, time 1 hour. Yields the product crude product, C(C)OP(=O)(OCC)C1=CC=C(S1)C(C=1C=C(C(=O)O)C=C(C1)OC(C)C)O (3-{[5-(diethoxy-phosphoryl)-thiophen-2-yl]-hydroxy-methyl}-5-isopropoxy-benzoic acid). RXN SMILES: Br[C:2]1[CH:3]=[C:4]([CH:8]=[C:9]([O:11][CH:12]([CH3:14])[CH3:13])[CH:10]=1)[C:5]([OH:7])=[O:6].[Li]CCCC.[CH2:20]([O:22][P:23]([C:28]1[S:29][C:30]([CH:33]=[O:34])=[CH:31][CH:32]=1)(=[O:27])[O:24][CH2:25][CH3:26])[CH3:21]>C1COCC1>[CH2:20]([O:22][P:23]([C:28]1[S:29][C:30]([CH:33]([OH:34])[C:2]2[CH:3]=[C:4]([CH:8]=[C:9]([O:11][CH:12]([CH3:14])[CH3:13])[CH:10]=2)[C:5]([OH:7])=[O:6])=[CH:31][CH:32]=1)([O:24][CH2:25][CH3:26])=[O:27])[CH3:21]. Procedure: To a solution of 3-bromo-5-isopropoxy-benzoic acid (2.0 g, 8.26 mmol) in THF (30 ml) was added 1.6 M nBuLi (10.6 ml, 16.94 mmol) at −78° C. The reaction was stirred at −78° C. for 1 h and treated with a solution of (5-formyl-thiophen-2-yl)-phosphonic acid diethyl ester (2.5 g, 9.91 mmol) in THF. After stirring at −78° C. for 30 min, the reaction mixture was warmed up to r.t. and quenched by water, diluted with EtOAc. The aqueous layer was separated, acidified with 2N HCl to pH<1, and extracted w... Starting materials: O=C(O)C1CCCC1C(=O)c1ccc(Br)cc1, COC(C)(C)OC, CO, Cl. Product: COC(=O)C1CCCC1C(=O)c1ccc(Br)cc1. Reaction SMILES: [Br:1][c:2]1[cH:3][cH:4][c:5]([C:6](=[O:7])[CH:8]2[CH:9]([C:13](=[O:14])[OH:15])[CH2:10][CH2:11][CH2:12]2)[cH:16][cH:17]1.[CH3:18][O:19][C:20]([O:21][CH3:22])([CH3:23])[CH3:24].[CH3:26][OH:27].[ClH:25]>>[Br:1][c:2]1[cH:3][cH:4][c:5]([C:6](=[O:7])[CH:8]2[CH:9]([C:13](=[O:14])[O:15][CH3:18])[CH2:10][CH2:11][CH2:12]2)[cH:16][cH:17]1. Solvent: CO (MeOH). As a reaction SMILES: [CH3:1][O:2][CH:3]([O:16][CH3:17])[C:4]1[N:5]=[C:6](Cl)[C:7]2[CH2:13][CH2:12][C:11](=[O:14])[NH:10][C:8]=2[N:9]=1>CO.[Pd]>[CH3:17][O:16][CH:3]([O:2][CH3:1])[C:4]1[N:5]=[CH:6][C:7]2[CH2:13][CH2:12][C:11](=[O:14])[NH:10][C:8]=2[N:9]=1. Product: COC(C=1N=CC2=C(N1)NC(CC2)=O)OC (2-[Bis(methyloxy)methyl]-5,8-dihydropyrido[2,3-d]pyrimidin-7(6H)-one). Reaction conditions: time 8 hour. Procedure details: To crude 2-[bis(methyloxy)methyl]-4-chloro-5,8-dihydropyrido[2,3-d]pyrimidin-7(6H)-one (presumed 6.78 mmol) dissolved in MeOH was added 10% Pd/C (0.15 g). The solution was stirred under an atmosphere of H2 (balloon) overnight. The Pd/C was filtered off and the solution concentrated under vacuum. The crude residue was purified by column chromatography (silica gel) using a DCM/DCM-MeOH—NH4OH (90:10:1) gradient to yield the desired product as a white solid (0.873 g, 58% over 2 steps). Reagents/catalysts: [Pd] (Pd/C). Starting materials: COC(C=1N=C(C2=C(N1)NC(CC2)=O)Cl)OC (2-[bis(methyloxy)methyl]-4-chloro-5,8-dihydropyrido[2,3-d]pyrimidin-7(6H)-one). The yield is 57.7%. The reactants are Cl.N1CCC1 (Azetidine hydrochloride), C(C)(=O)O[BH-](OC(C)=O)OC(C)=O.[Na+] (sodium triacetoxyborohydride), CNC(=O)N1C=CC2=CC(=CC=C12)OC1=CC(=NC=C1)NC(=O)N1CCC(CC1)=O (N1-Methyl-5-(2-(4-oxopiperidin-1-ylcarbonyl)amino-4-pyridyl)oxy-1H-1-indolecarboxamide). The solvent is ClCCl (dichloromethane). Reaction conditions: time 8 hour. The product is CNC(=O)N1C=CC2=CC(=CC=C12)OC1=CC(=NC=C1)NC(=O)N1CCC(CC1)N1CCC1 (N1-Methyl-5-(2-(((4-(azetidin-1-yl)piperidin-1-yl)carbonyl)amino)pyridin-4-yloxy)-1H-1-indolecarboxamide). Isolated yield 0.8%. RXN SMILES: Cl.[NH:2]1[CH2:5][CH2:4][CH2:3]1.C(O[BH-](OC(=O)C)OC(=O)C)(=O)C.[Na+].[CH3:20][NH:21][C:22]([N:24]1[C:32]2[C:27](=[CH:28][C:29]([O:33][C:34]3[CH:39]=[CH:38][N:37]=[C:36]([NH:40][C:41]([N:43]4[CH2:48][CH2:47][C:46](=O)[CH2:45][CH2:44]4)=[O:42])[CH:35]=3)=[CH:30][CH:31]=2)[CH:26]=[CH:25]1)=[O:23]>ClCCl>[CH3:20][NH:21][C:22]([N:24]1[C:32]2[C:27](=[CH:28][C:29]([O:33][C:34]3[CH:39]=[CH:38][N:37]=[C:36]([NH:40][C:41]([N:43]4[CH2:48][CH2:47][CH:46]([N:2]5[CH2:5][CH2:4][CH2:3]5)[CH2:45][CH2:44]4)=[O:42])[CH:35]=3)=[CH:30][CH:31]=2)[CH:26]=[CH:25]1)=[O:23] |f:0.1,2.3|. Procedure details: Azetidine hydrochloride (179 mg, 2.00 mmol) and sodium triacetoxyborohydride (434 mg, 2.05 mmol) were added to a dichloromethane (3.7 ml) solution of N1-methyl-5-(2-(4-oxopiperidin-1-ylcarbonyl)amino-4-pyridyl)oxy-1H-1-indolecarboxamide (555 mg, 1.36 mmol) synthesized in Example 40, and stirred overnight at room temperature. The reaction mixture was partitioned between ethyl acetate and water; and the organic layer was dried over anhydrous sodium sulfate. The solution was concentrated under redu... The reactants are CN(C)C=O, CCOC(C)=O, COc1ccc(C2Cc3ccccc3NC(=O)C2I)cc1, [N-]=[N+]=[N-], [Na+]. Product: COc1ccc(C2Cc3ccccc3NC(=O)C2N=[N+]=[N-])cc1. As a reaction SMILES: [CH3:26][N:27]([CH3:28])[CH:29]=[O:30].[CH3:31][CH2:32][O:33][C:34](=[O:35])[CH3:36].[I:1][CH:2]1[C:3](=[O:21])[NH:4][c:5]2[c:6]([cH:17][cH:18][cH:19][cH:20]2)[CH2:7][CH:8]1[c:9]1[cH:10][cH:11][c:12]([O:15][CH3:16])[cH:13][cH:14]1.[N-:23]=[N+:24]=[N-:25].[Na+:22]>>[CH:2]1([N:23]=[N+:24]=[N-:25])[C:3](=[O:21])[NH:4][c:5]2[c:6]([cH:17][cH:18][cH:19][cH:20]2)[CH2:7][CH:8]1[c:9]1[cH:10][cH:11][c:12]([O:15][CH3:16])[cH:13][cH:14]1. Starting materials: C(C)(C)(C)OC(=O)NC1CCN(CC1)C=1N(C(C(=C(N1)C1=CC(=C(C=C1)C#N)F)C1=CC=C(C=C1)OC)=O)CC(=O)O ([2-(4-tert-butoxycarbonylamino-piperidin-1-yl)-4-(4-cyano-3-fluoro-phenyl)-5-(4-methoxy-phenyl)-6-oxo-6H-pyrimidin-1-yl]-acetic acid), Cl (HCl). Run in CC(OCC)=O (EA), CC(OCC)=O (EA). Conditions: time 2 hour. The product is NC1CCN(CC1)C=1N(C(C(=C(N1)C1=CC(=C(C=C1)C#N)F)C1=CC=C(C=C1)OC)=O)CC(=O)O ([2-(4-amino-piperidin-1-yl)-4-(4-cyano-3-fluoro-phenyl)-5-(4-methoxy-phenyl)-6-oxo-6H-pyrimidin-1-yl]-acetic acid). Yield: 34.9%. RXN SMILES: C(OC([NH:8][CH:9]1[CH2:14][CH2:13][N:12]([C:15]2[N:16]([CH2:39][C:40]([OH:42])=[O:41])[C:17](=[O:38])[C:18]([C:30]3[CH:35]=[CH:34][C:33]([O:36][CH3:37])=[CH:32][CH:31]=3)=[C:19]([C:21]3[CH:26]=[CH:25][C:24]([C:27]#[N:28])=[C:23]([F:29])[CH:22]=3)[N:20]=2)[CH2:11][CH2:10]1)=O)(C)(C)C.Cl>CC(=O)OCC>[NH2:8][CH:9]1[CH2:14][CH2:13][N:12]([C:15]2[N:16]([CH2:39][C:40]([OH:42])=[O:41])[C:17](=[O:38])[C:18]([C:30]3[CH:35]=[CH:34][C:33]([O:36][CH3:37])=[CH:32][CH:31]=3)=[C:19]([C:21]3[CH:26]=[CH:25][C:24]([C:27]#[N:28])=[C:23]([F:29])[CH:22]=3)[N:20]=2)[CH2:11][CH2:10]1. Procedure: To a solution of [2-(4-tert-butoxycarbonylamino-piperidin-1-yl)-4-(4-cyano-3-fluoro-phenyl)-5-(4-methoxy-phenyl)-6-oxo-6H-pyrimidin-1-yl]-acetic acid (100 mg, 0.15 mmol) in EA (10 mL) was added a 5N HCl solution in EA (5 mL). The reaction mixture was stirred at RT for 2 h, and the solvent was concentrated in vacuo. The residue was purified by preparative HPLC to give 25 mg of the title product as HCl salt (32%). 1H NMR (400 MHz, CD3OD): δ 1.53-1.56 (m, 2H), 2.00-2.03 (m, 2H), 3.00-3.07 (m, 2H), ...